Dataset: the Open Reaction Database (ORD), a public repository of structured organic reaction records. Task: describe an organic reaction: reactants, conditions, products, and yield RXN SMILES: O[CH2:2][C:3]1[NH:12][C:6]2=[N:7][C:8]([Cl:11])=[CH:9][CH:10]=[C:5]2[N:4]=1.S(Cl)([Cl:15])=O>C(Cl)(Cl)Cl>[ClH:11].[Cl:11][C:8]1[N:7]=[C:6]2[NH:12][C:3]([CH2:2][Cl:15])=[N:4][C:5]2=[CH:10][CH:9]=1 |f:3.4|. Solvent: C(Cl)(Cl)Cl (chloroform). Procedure details: 1.0 g 2-Hydroxymethyl-5-chloro-3H-imidazo[4,5-b]pyridine (5.45 mmol) was suspended in chloroform (10.0 ml) and treated with 3.3 ml thionyl chloride (45 mmol) for 4 h at reflux. The mixture was evaporated and the residue triturated with methanol. After concentration the residue was stirred over night in ether and the suspension was then filtered. The residue on the filter was dried to yield 0.67 g 5-chloro-2-chloromethyl-3H-imidazo[4,5-b]pyridine hydrochloride as a brown solid; M.p.: 218–220° C.,... Yields the product Cl.ClC1=CC=C2C(=N1)NC(=N2)CCl (5-chloro-2-chloromethyl-3H-imidazo[4,5-b]pyridine hydrochloride). Isolated yield 103.1%. The reactants are OCC1=NC=2C(=NC(=CC2)Cl)N1 (2-Hydroxymethyl-5-chloro-3H-imidazo[4,5-b]pyridine), S(=O)(Cl)Cl (thionyl chloride).